Dataset: the Open Reaction Database (ORD), a public repository of structured organic reaction records. Task: describe an organic reaction: reactants, conditions, products, and yield Starting materials: C[Si](C)(C)C#N, CCCCCCC, COc1cccc(C(Cl)c2ccccc2)c1, ClCCl, Cl[Sn](Cl)(Cl)Cl. Yields the product COc1cccc(C(C#N)c2ccccc2)c1. As a reaction SMILES: [CH3:17][Si:18]([CH3:19])([CH3:20])[C:21]#[N:22].[CH3:28][CH2:29][CH2:30][CH2:31][CH2:32][CH2:33][CH3:34].[Cl:1][CH:2]([c:3]1[cH:4][c:5]([O:9][CH3:10])[cH:6][cH:7][cH:8]1)[c:11]1[cH:12][cH:13][cH:14][cH:15][cH:16]1.[Cl:35][CH2:36][Cl:37].[Sn:23]([Cl:24])([Cl:25])([Cl:26])[Cl:27]>>[CH:2]([c:3]1[cH:4][c:5]([O:9][CH3:10])[cH:6][cH:7][cH:8]1)([c:11]1[cH:12][cH:13][cH:14][cH:15][cH:16]1)[C:21]#[N:22].